This data is from the Open Reaction Database (ORD), a public repository of structured organic reaction records. The task is: describe an organic reaction: reactants, conditions, products, and yield The reactants are O.Cl.NCC1(CCCCC1)CC(=O)O ((1-aminomethyl)-cyclohexaneacetic acid hydrochloride hydrate). Run in O (water). Yields the product solution, Cl.NCC1(CCCCC1)CC(=O)O ((1-aminomethyl)-cyclohexaneacetic acid hydrochloride). Reaction SMILES: O.[ClH:2].[NH2:3][CH2:4][C:5]1([CH2:11][C:12]([OH:14])=[O:13])[CH2:10][CH2:9][CH2:8][CH2:7][CH2:6]1>O>[ClH:2].[NH2:3][CH2:4][C:5]1([CH2:11][C:12]([OH:14])=[O:13])[CH2:10][CH2:9][CH2:8][CH2:7][CH2:6]1 |f:0.1.2,4.5|. Reported procedure: An ion exchange column is prepared by filling a glass column with 380 mL of AmberliteRIRA-68. The resin is rinsed with a dilute ammonia solution, 140 mL ammonium hydroxide in 3 L water, followed by deionized water to a neutral pH, (about 2 L). A 1 N solution of (1-aminomethyl)-cyclohexaneacetic acid hydrochloride is prepared by dissolving 64.6 g of (1-aminomethyl)-cyclohexaneacetic acid hydrochloride hydrate (4:4:1) in 310 mL of deionized water. This solution is filtered through a filter to remo... Reactants: lithium hexamethyldisilylazide, BrCC(=O)OC (methyl bromoacetate), OS(=O)(=O)[O-].[K+] (KHSO4), ClC=1C=C(C=CC1Cl)/C=C/C(=O)N1CCNC(CC1)=O (1-[(E)-3-(3,4-dichloro-phenyl)-acryloyl]-[1,4]diazepan-5-one), ClC=1C=C(C=CC1Cl)/C=C/C(=O)N1CCNC(CC1)=O (1-[(E)-3-(3,4-dichloro-phenyl)-acryloyl]-[1,4]diazepan-5-one). The solvent is C1CCOC1 (THF), C1CCOC1 (THF), C1CCOC1 (THF). Reaction conditions: temperature -10 celsius, time 20 minute. Yields the product COC(CN1CCN(CCC1=O)C(\C=C\C1=CC(=C(C=C1)Cl)Cl)=O)=O ({4-[(E)-3-(3,4-Dichloro-phenyl)-acryloyl]-7-oxo-[1,4]diazepan-1-yl}-acetic acid methyl ester). As a reaction SMILES: [Cl:1][C:2]1[CH:3]=[C:4](/[CH:9]=[CH:10]/[C:11]([N:13]2[CH2:19][CH2:18][C:17](=[O:20])[NH:16][CH2:15][CH2:14]2)=[O:12])[CH:5]=[CH:6][C:7]=1[Cl:8].Br[CH2:22][C:23]([O:25][CH3:26])=[O:24].OS([O-])(=O)=O.[K+]>C1COCC1>[CH3:26][O:25][C:23](=[O:24])[CH2:22][N:16]1[C:17](=[O:20])[CH2:18][CH2:19][N:13]([C:11](=[O:12])/[CH:10]=[CH:9]/[C:4]2[CH:5]=[CH:6][C:7]([Cl:8])=[C:2]([Cl:1])[CH:3]=2)[CH2:14][CH2:15]1 |f:2.3|. Reported procedure: A suspension of 2.60 g (8.30 mmol) of 1-[(E)-3-(3,4-dichloro-phenyl)-acryloyl]-[1,4]diazepan-5-one (intermediate 5A) in 46 ml of THF was treated slowly at −78° C. with 9.30 ml (9.30 mmol) of lithium hexamethyldisilylazide 1M in THF. After 20 min at −78° C., the mixture was warmed to nearly −10° C. to go entirely in solution and cooled to −78° C. just after. Then, a solution of 1.18 ml (12.45 mmol) of methyl bromoacetate in 15 ml of THF was added dropwise. Over night, the solution was naturally w...